From a dataset of the Open Reaction Database (ORD), a public repository of structured organic reaction records. describe an organic reaction: reactants, conditions, products, and yield Starting materials: COC(=O)C1=NC2=C(N1)C=CC=C2 (1H-benzoimidazole-2-carboxylic acid methyl ester), [H-].[Na+] (sodium hydride), IC (iodomethane). The solvent is [Cl-].[Na+].O (brine), CN(C)C=O (DMF). Conditions: time 0.5 hour. The product is COC(=O)C1=NC2=C(N1C)C=CC=C2 (1-methyl-1H-benzoimidazole-2-carboxylic acid methyl ester). Yield: 94.6%. Reaction SMILES: [CH3:1][O:2][C:3]([C:5]1[NH:9][C:8]2[CH:10]=[CH:11][CH:12]=[CH:13][C:7]=2[N:6]=1)=[O:4].[H-].[Na+].I[CH3:17]>CN(C=O)C.[Cl-].[Na+].O>[CH3:1][O:2][C:3]([C:5]1[N:6]([CH3:17])[C:7]2[CH:13]=[CH:12][CH:11]=[CH:10][C:8]=2[N:9]=1)=[O:4] |f:1.2,5.6.7|. Reported procedure: To a solution of 1H-benzoimidazole-2-carboxylic acid methyl ester (18) (177 mg, 1.0 mmol) in dry DMF (5 mL) was added sodium hydride (applied as 60% dispersion in oil, 62 mg, 1.5 mmol)) at 0° C. under N2 atmosphere. After 0.5 h, iodomethane (284 mg, 2.0 mmol) was added slowly. The reaction mixture was stirred at RT for 4 h. The reaction was diluted with brine at 0° C. and extracted with EtOAc (3×20 mL). The combined organics were washed with water (2×15 mL), brine (20 mL), dried over sodium sulf... The reactants are CC(=O)N[C@H](COC)C(=O)NCC=1C=CC=CC1 (Lacosamide), COC(C(NC(C)=O)CO)=O (N-acetyl-D,L-serine methyl ester), C(C1=CC=CC=C1)N (benzylamine). The yield is 84.0%. RXN SMILES: [CH3:1][C:2]([NH:4][C@@H:5]([C:9]([NH:11][CH2:12][C:13]1[CH:14]=[CH:15][CH:16]=[CH:17][CH:18]=1)=[O:10])[CH2:6][O:7]C)=[O:3].COC(=O)C(CO)NC(=O)C.C(N)C1C=CC=CC=1>>[CH2:12]([NH:11][C:9](=[O:10])[CH:5]([CH2:6][OH:7])[NH:4][C:2](=[O:3])[CH3:1])[C:13]1[CH:18]=[CH:17][CH:16]=[CH:15][CH:14]=1. Reported procedure: The U.S. Pat. No. 8,796,488 describes a process for Lacosamide (Scheme-6) using a similar reaction, where the resumes N-acetyl-D,L-serine methyl ester is heated at 65° C. with 5 equivalents of benzylamine to obtain N-acetyl-D,L-serine benzylamide in 84% yield. At such a temperature, significant racemization should take place. The chiral purity of the product was of no consequence because the authors used racemic starting material. The authors achieved the required chiral purity through resolutio... The product is C(C1=CC=CC=C1)NC(C(NC(C)=O)CO)=O (N-acetyl-D,L-serine benzylamide). Starting materials: ClC=1C(=NOC1C)O (4-Chloro-3-hydroxy-5-methylisoxazole), C1(=CC=CC=C1)S(=O)(=O)Cl (benzenesulphonyl chloride), BrN1C(CCC1=O)=O (N-bromosuccinimide). The solvent is C(C)N(CC)CC (triethylamine). The product is C1(=CC=CC=C1)S(=O)(=O)OC1=NOC(=C1Cl)CBr (3-benzenesulphonyloxy-5-bromomethyl-4-chloroisoxazole). Reaction SMILES: [Cl:1][C:2]1[C:3]([OH:8])=[N:4][O:5][C:6]=1[CH3:7].[C:9]1([S:15](Cl)(=[O:17])=[O:16])[CH:14]=[CH:13][CH:12]=[CH:11][CH:10]=1.[Br:19]N1C(=O)CCC1=O>C(N(CC)CC)C>[C:9]1([S:15]([O:8][C:3]2[C:2]([Cl:1])=[C:6]([CH2:7][Br:19])[O:5][N:4]=2)(=[O:17])=[O:16])[CH:14]=[CH:13][CH:12]=[CH:11][CH:10]=1. Reported procedure: 4-Chloro-3-hydroxy-5-methylisoxazole was reacted with benzenesulphonyl chloride in the presence of triethylamine to give 3-benzenesulphonyloxy-4-chloro-5-methylisoxasole, which was then reacted with N-bromosuccinimide to give 3-benzenesulphonyloxy-5-bromomethyl-4-chloroisoxazole. This was then treated by the procedure described in Preparation 10, to afford benzhydryl 4-chloro-3-hydroxyisoxazol-5-ylmethylthioacetate. Reactants: [BH4-], [Br-], CO, [K+], [Na+], CCCCCCCCCCCCCCCCC1(O)CN(C)CCO1. The product is CCCCCCCCCCCCCCCCC(O)CN(C)CCO. As a reaction SMILES: [BH4-:25].[Br-:27].[CH3:29][OH:30].[K+:28].[Na+:26].[OH:1][C:2]1([CH2:9][CH2:10][CH2:11][CH2:12][CH2:13][CH2:14][CH2:15][CH2:16][CH2:17][CH2:18][CH2:19][CH2:20][CH2:21][CH2:22][CH2:23][CH3:24])[O:3][CH2:4][CH2:5][N:6]([CH3:8])[CH2:7]1>>[OH:1][CH:2]([CH2:7][N:6]([CH2:5][CH2:4][OH:3])[CH3:8])[CH2:9][CH2:10][CH2:11][CH2:12][CH2:13][CH2:14][CH2:15][CH2:16][CH2:17][CH2:18][CH2:19][CH2:20][CH2:21][CH2:22][CH2:23][CH3:24]. Reactants: mixture, C(C)(C)(C)O[C@H](C(=O)OC)C=1C(=C2C(=NC1C)NC=C2)C=2C=C1CCCOC1=CC2 ((S)-methyl 2-(tert-butoxy)-2-(4-(chroman-6-yl)-6-methyl-1H-pyrrolo[2,3-b]pyridin-5-yl)acetate), BrCC1=C(C(=CC=C1)F)F (1-(bromomethyl)-2,3-difluorobenzene). Yields the product C(C)(C)(C)O[C@H](C(=O)O)C=1C(=C2C(=NC1C)N(C=C2)CC2=C(C(=CC=C2)F)F)C=2C=C1CCCOC1=CC2 ((S)-2-(tert-butoxy)-2-(4-(chroman-6-yl)-1-(2,3-difluorobenzyl)-6-methyl-1H-pyrrolo[2,3-b]pyridin-5-yl)acetic acid), C(C)(C)(C)O[C@H](C(=O)O)C=1C(=C2C(=NC1C)NC=C2)C=2C=C1CCCOC1=CC2 ((S)-2-(tert-butoxy)-2-(4-(chroman-6-yl)-6-methyl-1H-pyrrolo[2,3-b]pyridin-5-yl)acetic acid). As a reaction SMILES: [C:1]([O:5][C@@H:6]([C:11]1[C:12]([C:21]2[CH:22]=[C:23]3[C:28](=[CH:29][CH:30]=2)[O:27][CH2:26][CH2:25][CH2:24]3)=[C:13]2[CH:20]=[CH:19][NH:18][C:14]2=[N:15][C:16]=1[CH3:17])[C:7]([O:9]C)=[O:8])([CH3:4])([CH3:3])[CH3:2].Br[CH2:32][C:33]1[CH:38]=[CH:37][CH:36]=[C:35]([F:39])[C:34]=1[F:40]>>[C:1]([O:5][C@@H:6]([C:11]1[C:12]([C:21]2[CH:22]=[C:23]3[C:28](=[CH:29][CH:30]=2)[O:27][CH2:26][CH2:25][CH2:24]3)=[C:13]2[CH:20]=[CH:19][N:18]([CH2:32][C:33]3[CH:38]=[CH:37][CH:36]=[C:35]([F:39])[C:34]=3[F:40])[C:14]2=[N:15][C:16]=1[CH3:17])[C:7]([OH:9])=[O:8])([CH3:4])([CH3:3])[CH3:2].[C:1]([O:5][C@@H:6]([C:11]1[C:12]([C:21]2[CH:22]=[C:23]3[C:28](=[CH:29][CH:30]=2)[O:27][CH2:26][CH2:25][CH2:24]3)=[C:13]2[CH:20]=[CH:19][NH:18][C:14]2=[N:15][C:16]=1[CH3:17])[C:7]([OH:9])=[O:8])([CH3:4])([CH3:2])[CH3:3]. Procedure details: The title compound was prepared in a manner similar to that described in Example 27 from (S)-methyl 2-(tert-butoxy)-2-(4-(chroman-6-yl)-6-methyl-1H-pyrrolo[2,3-b]pyridin-5-yl)acetate and 1-(bromomethyl)-2,3-difluorobenzene, except that the racemic mixture obtained in Step G was purified by preparative HPLC using an IC column (250 mm×30 mm I.D.; 5 um) from Chiral Technologies (West Chester, Pa., USA). The mobile phase was comprised of 80% hexanes containing 0.1% formic acid (v/v) and 20% isopropa... Reactants: CN (methyl amine), steel, ClC1=CC=C2C(=N1)NC=C2CCI (6-Chloro-3-(2-iodo-ethyl)-1H-pyrrolo[2,3-b]pyridine), N[C@@H](CC1=CC=C2C=CC=CC2=C1)C(=O)O (Nal). Run in C(C)O (ethanol). Product: ClC1=CC=C2C(=N1)NC=C2CCNC ([2-(6-Chloro-1H-pyrrolo[2,3-b]pyridin-3-yl)-ethyl]-methyl-amine). Isolated yield 29.3%. As a reaction SMILES: [Cl:1][C:2]1[N:7]=[C:6]2[NH:8][CH:9]=[C:10]([CH2:11][CH2:12]I)[C:5]2=[CH:4][CH:3]=1.[NH2:14][C@H:15](C(O)=O)CC1C=C2C(C=CC=C2)=CC=1.CN>C(O)C>[Cl:1][C:2]1[N:7]=[C:6]2[NH:8][CH:9]=[C:10]([CH2:11][CH2:12][NH:14][CH3:15])[C:5]2=[CH:4][CH:3]=1. Procedure: A mixture of 1 g (3.26 mM) of 6-Chloro-3-(2-iodo-ethyl)-1H-pyrrolo[2,3-b]pyridine and 0.49 g (3.26 mM) Nal were mixed together in 100 mL of an ethanol solution saturated with methyl amine gas. This solution was heated to 100° C. in a steel bomb for 12 hours. The reaction mixture was cooled to room temperature and the solvent evaporated. The residue was chromatographed on silica using a mixture of 10:1 CH2Cl6 : CH3OH as the elutant. The appropriate fractions were combined and evaporated. The resi... Starting materials: CCCCCCBr, CN(C)[S+](N(C)C)N(C)C, CC#N, CCCCCC[N+](=O)[O-], O=N[O-]. Product: CCCCCCON=O. Reaction SMILES: [Br:1][CH2:2][CH2:3][CH2:4][CH2:5][CH2:6][CH3:7].[CH3:11][N:12]([S+:13]([N:14]([CH3:15])[CH3:16])[N:17]([CH3:18])[CH3:19])[CH3:20].[CH3:30][C:31]#[N:32].[N+:21]([CH2:22][CH2:23][CH2:24][CH2:25][CH2:26][CH3:27])([O-:28])=[O:29].[N:8](=[O:9])[O-:10]>>[CH2:2]([CH2:3][CH2:4][CH2:5][CH2:6][CH3:7])[O:10][N:8]=[O:9]. Starting materials: COC(=O)C(CI)NC(=O)OC(C)(C)C, O=C([O-])O, CN(C)C=O, N#CCc1cccc(F)c1F, [H-], [Na+], [Na+], O. Product: COC(=O)C(CC(C#N)c1cccc(F)c1F)NC(=O)OC(C)(C)C. RXN SMILES: [C:14]([CH3:15])([CH3:16])([CH3:17])[O:18][C:19](=[O:20])[NH:21][CH:22]([CH2:23][I:24])[C:25](=[O:26])[O:27][CH3:28].[C:29](=[O:30])([OH:31])[O-:32].[CH3:34][N:35]([CH3:36])[CH:37]=[O:38].[F:1][c:2]1[c:3]([CH2:9][C:10]#[N:11])[cH:4][cH:5][cH:6][c:7]1[F:8].[H-:12].[Na+:13].[Na+:33].[OH2:39]>>[F:1][c:2]1[c:3]([CH:9]([C:10]#[N:11])[CH2:23][CH:22]([NH:21][C:19]([O:18][C:14]([CH3:15])([CH3:16])[CH3:17])=[O:20])[C:25](=[O:26])[O:27][CH3:28])[cH:4][cH:5][cH:6][c:7]1[F:8]. The reactants are C1(=CC=CC=C1)NC(N/N=C/C=1C=NC=CC1)=S ((E)-4-phenyl-1-(pyridin-3-ylmethylene)thiosemicarbazide). Reagents/catalysts: O.O.O.O.O.O.[Fe](Cl)(Cl)Cl (iron(III) chloride hexahydrate). Run in C(C)O (ethanol). Conditions: temperature 95 celsius, time 2 hour. Yields the product C1(=CC=CC=C1)NC=1SC(=NN1)C=1C=NC=CC1 (N-Phenyl-5-(pyridin-3-yl)-1,3,4-thiadiazol-2-amine). Yield: 25.1%. As a reaction SMILES: [C:1]1([NH:7][C:8](=[S:18])[NH:9]/[N:10]=[CH:11]/[C:12]2[CH:13]=[N:14][CH:15]=[CH:16][CH:17]=2)[CH:6]=[CH:5][CH:4]=[CH:3][CH:2]=1>C(O)C.O.O.O.O.O.O.[Fe](Cl)(Cl)Cl>[C:1]1([NH:7][C:8]2[S:18][C:11]([C:12]3[CH:13]=[N:14][CH:15]=[CH:16][CH:17]=3)=[N:10][N:9]=2)[CH:2]=[CH:3][CH:4]=[CH:5][CH:6]=1 |f:2.3.4.5.6.7.8|. Procedure details: Powdered iron(III) chloride hexahydrate (5.1 g, 19 mmol, 4.0 equiv) was added to a stirred suspension of (E)-4-phenyl-1-(pyridin-3-ylmethylene)thiosemicarbazide (1.2 g, 4.7 mmol, 1.0 equiv) in absolute ethanol (47 mL) at 23° C. The resulting dark brown suspension was heated to 95° C. and stirred for 2 h. The cooled reaction mixture was concentrated by rotary evaporation. The residue was diluted with a 1M solution of sodium hydroxide (200 mL) and extracted with dichloromethane (8×75 mL). The comb... Starting materials: BrBr (Bromine), C[Si](C)(C)C#CC1=CC=C(C=C1)C(CC)=O (1-(4-trimethylsilanylethynylphenyl)propan-1-one). The solvent is O1CCCC1 (tetrahydrofuran), O (water). Conditions: time 2 hour. Yields the product BrC(C(=O)C1=CC=C(C=C1)C#C[Si](C)(C)C)C (2-bromo-1-(4-trimethylsilanylethynylphenyl)propan-1-one). Reaction SMILES: [Br:1]Br.[CH3:3][Si:4]([C:7]#[C:8][C:9]1[CH:14]=[CH:13][C:12]([C:15](=[O:18])[CH2:16][CH3:17])=[CH:11][CH:10]=1)([CH3:6])[CH3:5]>O1CCCC1.O>[Br:1][CH:16]([CH3:17])[C:15]([C:12]1[CH:11]=[CH:10][C:9]([C:8]#[C:7][Si:4]([CH3:5])([CH3:6])[CH3:3])=[CH:14][CH:13]=1)=[O:18]. Procedure: Bromine (8.4 g) is slowly added to 1-(4-trimethylsilanylethynylphenyl)propan-1-one (10.0 g) in 100 ml of tetrahydrofuran at 0° C. and subsequently stirred at room temperature for 2 h. The reaction mixture is diluted with water and extracted with ethyl acetate. The organic layer is washed with brine, dried over sodium sulfate and concentrated under reduced pressure. The remainder is purified by chromatography on silica gel, using a mixture of heptane/ethyl acetate 19:1 as eluent to obtain 2-bromo...